Dataset: the Open Reaction Database (ORD), a public repository of structured organic reaction records. Task: describe an organic reaction: reactants, conditions, products, and yield RXN SMILES: [CH3:14][OH:15].[Cl:26][CH2:27][CH2:28][Cl:29].[Na+:21].[OH:1][c:2]1[c:3]([N+:11](=[O:12])[O-:13])[cH:4][c:5]([C:6](=[O:7])[OH:8])[cH:9][cH:10]1.[OH:22][C:23](=[O:24])[O-:25].[S:16](=[O:17])(=[O:18])([OH:19])[OH:20]>>[OH:1][c:2]1[c:3]([N+:11](=[O:12])[O-:13])[cH:4][c:5]([C:6](=[O:7])[O:8][CH3:23])[cH:9][cH:10]1. Starting materials: CO, ClCCCl, [Na+], O=C(O)c1ccc(O)c([N+](=O)[O-])c1, O=C([O-])O, O=S(=O)(O)O. The product is COC(=O)c1ccc(O)c([N+](=O)[O-])c1. The reactants are C(CCCCCCCCCCC)OC=1C=C(C(=O)OC)C=C(C1)OCCCCCCCCCCCC (Methyl 3,5-bis-dodecyloxybenzoate), [OH-].[K+] (KOH). Solvent: CCO (EtOH). Product: C(CCCCCCCCCCC)OC=1C=C(C(=O)O)C=C(C1)OCCCCCCCCCCCC (3,5-bis-dodecyloxybenzoic acid). Isolated yield 85.0%. As a reaction SMILES: [CH2:1]([O:13][C:14]1[CH:15]=[C:16]([CH:21]=[C:22]([O:24][CH2:25][CH2:26][CH2:27][CH2:28][CH2:29][CH2:30][CH2:31][CH2:32][CH2:33][CH2:34][CH2:35][CH3:36])[CH:23]=1)[C:17]([O:19]C)=[O:18])[CH2:2][CH2:3][CH2:4][CH2:5][CH2:6][CH2:7][CH2:8][CH2:9][CH2:10][CH2:11][CH3:12].[OH-].[K+]>CCO>[CH2:25]([O:24][C:22]1[CH:21]=[C:16]([CH:15]=[C:14]([O:13][CH2:1][CH2:2][CH2:3][CH2:4][CH2:5][CH2:6][CH2:7][CH2:8][CH2:9][CH2:10][CH2:11][CH3:12])[CH:23]=1)[C:17]([OH:19])=[O:18])[CH2:26][CH2:27][CH2:28][CH2:29][CH2:30][CH2:31][CH2:32][CH2:33][CH2:34][CH2:35][CH3:36] |f:1.2|. Procedure: Methyl 3,5-bis-dodecyloxybenzoate (8 g) was refluxed for 6 h with EtOH (25 mL) and 10% KOH. Then, the mixture was cooled and poured onto ice H2O and extracted with MC, then the organic layer was stored over dry MgSO4. The solvent was removed; the crude was recrystallized in EtOH to yield 85% of the benzoic acid product as a white solid. 1H-NMR (300 MHz, CDCl3) δ 7.1 (d, 2H), 6.6 (t, 1H), 4.0 (t, 4H), 1.7-1.8 (m, 4H), 1.4-1.6 (m, 4H), 1.2-1.3 (m, 32H), 0.9 (t, 6H). Reactants: C(C)(C)(C)C1=CC2=C(CC3(CCCCCC3)O2)C(=C1O)CC(=C)C (6-t-butyl-5-hydroxy-4-(2-methyl-2-propenyl)-2,3-dihydrobenzofuran-2-spiro-1′-cycloheptane). Reagents/catalysts: [Pd] (palladium on carbon). The solvent is C(C)O (ethanol). The product is C(C)(C)(C)C1=CC2=C(CC3(CCCCCC3)O2)C(=C1O)CC(C)C (6-t-butyl-5-hydroxy-4-(2-methylpropyl)-2,3-dihydrobenzofuran-2-spiro-1′-cycloheptane). Isolated yield 69.6%. As a reaction SMILES: [C:1]([C:5]1[C:19]([OH:20])=[C:18]([CH2:21][C:22]([CH3:24])=[CH2:23])[C:8]2[CH2:9][C:10]3([O:17][C:7]=2[CH:6]=1)[CH2:16][CH2:15][CH2:14][CH2:13][CH2:12][CH2:11]3)([CH3:4])([CH3:3])[CH3:2]>C(O)C.[Pd]>[C:1]([C:5]1[C:19]([OH:20])=[C:18]([CH2:21][CH:22]([CH3:24])[CH3:23])[C:8]2[CH2:9][C:10]3([O:17][C:7]=2[CH:6]=1)[CH2:16][CH2:15][CH2:14][CH2:13][CH2:12][CH2:11]3)([CH3:4])([CH3:3])[CH3:2]. Procedure: 0.80 g of 6-t-butyl-5-hydroxy-4-(2-methyl-2-propenyl)-2,3-dihydrobenzofuran-2-spiro-1′-cycloheptane synthesized in Example 10 was dissolved in 5 ml of ethanol and the solution was treated with 0.05 g of 10% palladium on carbon in the same manner as in Example 9 to give 0.56 g of 6-t-butyl-5-hydroxy-4-(2-methylpropyl)-2,3-dihydrobenzofuran-2-spiro-1′-cycloheptane as a pale yellow oil (yield 70%). Reactants: BrCCSc1cccs1, Br, CN1CCCC1=O, CCOC(C)=O, CCN(C(C)C)C(C)C, COC(=O)C1CNCCC1CCC(=O)c1ccnc2ccc(OC)cc12, O. Yields the product COC(=O)C1CN(CCSc2cccs2)CCC1CCC(=O)c1ccnc2ccc(OC)cc12. RXN SMILES: [Br:10][CH2:11][CH2:12][S:13][c:14]1[s:15][cH:16][cH:17][cH:18]1.[BrH:19].[CH3:47][N:48]1[CH2:49][CH2:50][CH2:51][C:52]1=[O:53].[CH3:54][CH2:55][O:56][C:57](=[O:58])[CH3:59].[CH:1]([N:2]([CH:3]([CH3:4])[CH3:5])[CH2:6][CH3:7])([CH3:8])[CH3:9].[O:20]=[C:21]([CH2:22][CH2:23][CH:24]1[CH:25]([C:30](=[O:31])[O:32][CH3:33])[CH2:26][NH:27][CH2:28][CH2:29]1)[c:34]1[cH:35][cH:36][n:37][c:38]2[cH:39][cH:40][c:41]([O:44][CH3:45])[cH:42][c:43]12.[OH2:46]>>[CH2:11]([CH2:12][S:13][c:14]1[s:15][cH:16][cH:17][cH:18]1)[N:27]1[CH2:26][CH:25]([C:30](=[O:31])[O:32][CH3:33])[CH:24]([CH2:23][CH2:22][C:21](=[O:20])[c:34]2[cH:35][cH:36][n:37][c:38]3[cH:39][cH:40][c:41]([O:44][CH3:45])[cH:42][c:43]23)[CH2:29][CH2:28]1.